Dataset: the Open Reaction Database (ORD), a public repository of structured organic reaction records. Task: describe an organic reaction: reactants, conditions, products, and yield Starting materials: C1COCCN1, CCO, CCN=C=NCCCN(C)C, Cl, Nc1ccc(C(=O)O)cn1, On1nnc2ccccc21. Yields the product Nc1ccc(C(=O)N2CCOCC2)cn1. Reaction SMILES: [CH2:1]1[CH2:2][O:3][CH2:4][CH2:5][NH:6]1.[CH3:39][CH2:40][OH:41].[CH3:8][N:9]([CH3:10])[CH2:11][CH2:12][CH2:13][N:14]=[C:15]=[N:16][CH2:17][CH3:18].[ClH:7].[NH2:29][c:30]1[n:31][cH:32][c:33]([C:34](=[O:35])[OH:36])[cH:37][cH:38]1.[OH:19][n:20]1[c:21]2[cH:22][cH:23][cH:24][cH:25][c:26]2[n:27][n:28]1>>[CH2:1]1[CH2:2][O:3][CH2:4][CH2:5][N:6]1[C:34]([c:33]1[cH:32][n:31][c:30]([NH2:29])[cH:38][cH:37]1)=[O:35].